From a dataset of the Open Reaction Database (ORD), a public repository of structured organic reaction records. describe an organic reaction: reactants, conditions, products, and yield Reaction SMILES: [CH2:1]([O:3][C:4]([C:6]1[C:7](=[O:29])[NH:8][C:9]2[C:14]([C:15]=1[N:16]1[CH2:21][CH2:20][N:19]([C:22]([C:24]3[S:25][CH:26]=[CH:27][CH:28]=3)=[O:23])[CH2:18][CH2:17]1)=[CH:13][N:12]=[CH:11][CH:10]=2)=[O:5])[CH3:2].Br[CH2:31][C:32]([C:34]1[CH:39]=[CH:38][CH:37]=[CH:36][CH:35]=1)=[O:33]>>[CH2:1]([O:3][C:4]([C:6]1[C:7](=[O:29])[N:8]([CH2:31][C:32](=[O:33])[C:34]2[CH:39]=[CH:38][CH:37]=[CH:36][CH:35]=2)[C:9]2[C:14]([C:15]=1[N:16]1[CH2:21][CH2:20][N:19]([C:22]([C:24]3[S:25][CH:26]=[CH:27][CH:28]=3)=[O:23])[CH2:18][CH2:17]1)=[CH:13][N:12]=[CH:11][CH:10]=2)=[O:5])[CH3:2]. Product: C(C)OC(=O)C=1C(N(C2=CC=NC=C2C1N1CCN(CC1)C(=O)C=1SC=CC1)CC(C1=CC=CC=C1)=O)=O (2-Oxo-1-(2-oxo-2-phenyl-ethyl)-4-[4-(thiophene-2-carbonyl)-piperazin-1-yl]-1,2-dihydro-[1,6]-naphthyridine-3-carboxylic acid ethyl ester). Procedure: This compound was prepared from 2-oxo-4-[4-(thiophene-2-carbonyl)-piperazin-1-yl]-1,2-dihydro-[1,6]-naphthyridin-3-carboxylic acid ethyl ester (121) and 2-bromoacetophenone according to General Procedure B. Yield 127 mg (24%), MP 157° C.; 1H-NMR (DMSO-d6): δ 1.27 (t, J=6.8 Hz, 3H), 3.24 (m, 4H), 3.93 (m, 4H), 4.26 (q, J=7.2 Hz, 2H), 5.85 (s, 2H), 7.15 (dd, J=3.6, 5.2 Hz, 1H), 7.47 (m, 2H), 7.62 (m, 2H), 7.74 (m, 1H), 7.80 (d, J=5.2 Hz, 1H), 8.13 (d, J=5.2 Hz, 1H), 8.32 (d, J=7.2 Hz, 2H), 8.56 (d... The reactants are C(C)OC(=O)C=1C(NC2=CC=NC=C2C1N1CCN(CC1)C(=O)C=1SC=CC1)=O (2-Oxo-4-[4-(thiophene-2-carbonyl)-piperazin-1-yl]-1,2-dihydro-[1,6]-naphthyridin-3-carboxylic acid ethyl ester), BrCC(=O)C1=CC=CC=C1 (2-bromoacetophenone). Reactants: C(Br)(Br)(Br)Br (Carbon tetrabromide), C1(=CC=CC=C1)P(C1=CC=CC=C1)C1=CC=CC=C1 (triphenylphosphine), BrC=1C=C2C(=C(C=O)C1)OCO2 (5-bromo-2,3-methylenedioxybenzaldehyde). The solvent is C(Cl)Cl (methylene chloride), C(Cl)Cl (methylene chloride). Reaction conditions: time 2 hour. Yields the product BrC(=CC1=C2C(=CC(=C1)Br)OCO2)Br (β,β-dibromo-5-bromo-2,3-methylenedioxystyrene). Yield: 91.0%. As a reaction SMILES: [C:1]([Br:5])(Br)(Br)[Br:2].C1(P(C2C=CC=CC=2)C2C=CC=CC=2)C=CC=CC=1.[Br:25][C:26]1[CH:27]=[C:28]2[O:36][CH2:35][O:34][C:29]2=[C:30]([CH:33]=1)[CH:31]=O>C(Cl)Cl>[Br:2][C:1]([Br:5])=[CH:31][C:30]1[CH:33]=[C:26]([Br:25])[CH:27]=[C:28]2[O:36][CH2:35][O:34][C:29]=12. Reported procedure: Carbon tetrabromide (44.3 g, 0.134 mol) was added portionwise to a solution of triphenylphosphine (70.1 g, 0.267 mol) in methylene chloride (200 ml) under ice cooling. A solution of 5-bromo-2,3-methylenedioxybenzaldehyde (27.65 g, 0.121 mol) in methylene chloride (100 ml) was then added dropwise to the mixture over 20 minutes. The reaction mixture was stirred at room temperature for 2 hours, washed with water and with saturated aqueous sodium hydrogen carbonate, and dried over anhydrous magnesiu... Starting materials: O=C([O-])[O-], Cc1ccc(C(O)=S)cc1, CCOC(C)=O, CN(C)C=O, COc1cc(F)ccc1-c1ccc2c(c1CCl)C(C)=CC(C)(C)N2, [K+], [K+]. The product is COc1cc(F)ccc1-c1ccc2c(c1COC(=S)c1ccc(C)cc1)C(C)=CC(C)(C)N2. Reaction SMILES: [C:35](=[O:36])([O-:37])[O-:38].[CH3:25][c:26]1[cH:27][cH:28][c:29]([C:30](=[S:31])[OH:32])[cH:33][cH:34]1.[CH3:41][CH2:42][O:43][C:44](=[O:45])[CH3:46].[CH3:47][N:48]([CH3:49])[CH:50]=[O:51].[Cl:1][CH2:2][c:3]1[c:4]2[c:9]([cH:10][cH:11][c:12]1-[c:13]1[c:14]([O:20][CH3:21])[cH:15][c:16]([F:19])[cH:17][cH:18]1)[NH:8][C:7]([CH3:22])([CH3:23])[CH:6]=[C:5]2[CH3:24].[K+:39].[K+:40]>>[CH2:2]([c:3]1[c:4]2[c:9]([cH:10][cH:11][c:12]1-[c:13]1[c:14]([O:20][CH3:21])[cH:15][c:16]([F:19])[cH:17][cH:18]1)[NH:8][C:7]([CH3:22])([CH3:23])[CH:6]=[C:5]2[CH3:24])[O:32][C:30]([c:29]1[cH:28][cH:27][c:26]([CH3:25])[cH:34][cH:33]1)=[S:31]. Run at time 46 hour. Run in CN(C=O)C (N,N-dimethylformamide), C(C)(=O)OCC (ethyl acetate). The reactants are NC1=C(C(=O)NC2=NC=C(C=C2)Cl)C=C(C=C1O)Br (2-Amino-5-bromo-N-(5-chloro-2-pyridyl)-3-hydroxybenzamide), C(C)(C)N1CCC(CC1)C(=O)O (1-isopropylpiperidine-4-carboxylic acid), aqueous solution, C([O-])(O)=O.[Na+] (sodium bicarbonate), Cl.C(C)N=C=NCCCN(C)C (1-ethyl-3-dimethylaminopropylcarbodiimide hydrochloride), ON1N=NC2=C1C=CC=C2 (1-hydroxybenzotriazole). RXN SMILES: [NH2:1][C:2]1[C:17]([OH:18])=[CH:16][C:15]([Br:19])=[CH:14][C:3]=1[C:4]([NH:6][C:7]1[CH:12]=[CH:11][C:10]([Cl:13])=[CH:9][N:8]=1)=[O:5].[CH:20]([N:23]1[CH2:28][CH2:27][CH:26]([C:29](O)=[O:30])[CH2:25][CH2:24]1)([CH3:22])[CH3:21].Cl.C(N=C=NCCCN(C)C)C.ON1C2C=CC=CC=2N=N1.C(=O)(O)[O-].[Na+]>CN(C)C=O.C(OCC)(=O)C>[Br:19][C:15]1[CH:16]=[C:17]([OH:18])[C:2]([NH:1][C:29]([CH:26]2[CH2:27][CH2:28][N:23]([CH:20]([CH3:22])[CH3:21])[CH2:24][CH2:25]2)=[O:30])=[C:3]([C:4](=[O:5])[NH:6][C:7]2[CH:12]=[CH:11][C:10]([Cl:13])=[CH:9][N:8]=2)[CH:14]=1 |f:2.3,5.6|. Yield: 59.3%. Reported procedure: 2-Amino-5-bromo-N-(5-chloro-2-pyridyl)-3-hydroxybenzamide (5.14 g) and 2.83 g of 1-isopropylpiperidine-4-carboxylic acid were dissolved in 75 ml of N,N-dimethylformamide, then 4.33 g of 1-ethyl-3-dimethylaminopropylcarbodiimide hydrochloride and 3.04 g of 1-hydroxybenzotriazole were added thereto and the mixture was stirred at room temperature for 46 hours. The reaction solution was added to 750 ml of 1% aqueous solution of sodium bicarbonate and 200 ml of ethyl acetate were added thereto. Ethyl... Product: BrC1=CC(=C(NC(=O)C2CCN(CC2)C(C)C)C(=C1)O)C(NC1=NC=C(C=C1)Cl)=O (4′-bromo-2′-[(5-chloro-2-pyridyl)carbamoyl]-6′-hydroxy-1-isopropylpiperidine-4-carboxanilide). The reactants are CCOc1cc2cc(COC(C)=O)nc(-c3ccc(Cl)c([N+](=O)[O-])c3)c2cc1OCC, [Na+], [OH-]. The product is CCOc1cc2cc(CO)nc(-c3ccc(Cl)c([N+](=O)[O-])c3)c2cc1OCC. Reaction SMILES: [N+:1](=[O:2])([O-:3])[c:4]1[cH:5][c:6](-[c:11]2[n:12][c:13]([CH2:27][O:28][C:29](=[O:30])[CH3:31])[cH:14][c:15]3[cH:16][c:17]([O:24][CH2:25][CH3:26])[c:18]([O:21][CH2:22][CH3:23])[cH:19][c:20]23)[cH:7][cH:8][c:9]1[Cl:10].[Na+:33].[OH-:32]>>[N+:1](=[O:2])([O-:3])[c:4]1[cH:5][c:6](-[c:11]2[n:12][c:13]([CH2:27][OH:28])[cH:14][c:15]3[cH:16][c:17]([O:24][CH2:25][CH3:26])[c:18]([O:21][CH2:22][CH3:23])[cH:19][c:20]23)[cH:7][cH:8][c:9]1[Cl:10]. RXN SMILES: [CH3:1][C:2]1[CH:10]=[CH:9][C:5]([C:6](O)=[O:7])=[CH:4][C:3]=1[C:11]1[NH:15][C:14]([C:16]2([CH3:20])[CH2:19][O:18][CH2:17]2)=[N:13][C:12]=1[CH3:21].CC1NC(C2C=C(C=CC=2C)C(O)=O)=C(C)N=1.Cl.[F:40][C:41]1([C:45]2[CH:52]=[CH:51][C:48]([C:49]#[N:50])=[CH:47][CH:46]=2)[CH2:44][NH:43][CH2:42]1.Cl.N1CC(C2C=CC(C#N)=CC=2)C1>>[F:40][C:41]1([C:45]2[CH:46]=[CH:47][C:48]([C:49]#[N:50])=[CH:51][CH:52]=2)[CH2:42][N:43]([C:6](=[O:7])[C:5]2[CH:9]=[CH:10][C:2]([CH3:1])=[C:3]([C:11]3[NH:15][C:14]([C:16]4([CH3:20])[CH2:17][O:18][CH2:19]4)=[N:13][C:12]=3[CH3:21])[CH:4]=2)[CH2:44]1 |f:2.3,4.5|. Procedure details: The title compound was prepared using standard chemical manipulations and procedures similar to those used for the preparation of compound 5, except 4-methyl-3-(4-methyl-2-(3-methyloxetan-3-yl)-1H-imidazol-5-yl)benzoic acid (compound 177.2) was used in place of 3-(2,4-dimethyl-1H-imidazol-5-yl)-4-methylbenzoic acid (compound 5.7) and 4-(3-fluoroazetidin-3-yl)benzonitrile hydrochloride (compound 43.4) was used in place of 4-(azetidin-3-yl)benzonitrile hydrochloride (compound 5.2). m/z (ES+) 445 (... The product is FC1(CN(C1)C(C1=CC(=C(C=C1)C)C1=C(N=C(N1)C1(COC1)C)C)=O)C1=CC=C(C#N)C=C1 (4-(3-Fluoro-1-(4-methyl-3-(4-methyl-2-(3-methyloxetan-3-yl)-1H-imidazol-5-yl)benzoyl)azetidin-3-yl)benzonitrile). Starting materials: compound 5, CC1=C(C=C(C(=O)O)C=C1)C1=C(N=C(N1)C1(COC1)C)C (4-methyl-3-(4-methyl-2-(3-methyloxetan-3-yl)-1H-imidazol-5-yl)benzoic acid), CC1=C(C=C(C(=O)O)C=C1)C1=C(N=C(N1)C1(COC1)C)C (4-methyl-3-(4-methyl-2-(3-methyloxetan-3-yl)-1H-imidazol-5-yl)benzoic acid), CC=1NC(=C(N1)C)C=1C=C(C(=O)O)C=CC1C (3-(2,4-dimethyl-1H-imidazol-5-yl)-4-methylbenzoic acid), Cl.N1CC(C1)C1=CC=C(C#N)C=C1 (4-(azetidin-3-yl)benzonitrile hydrochloride), Cl.FC1(CNC1)C1=CC=C(C#N)C=C1 (4-(3-Fluoroazetidin-3-yl)benzonitrile hydrochloride), Cl.FC1(CNC1)C1=CC=C(C#N)C=C1 (4-(3-Fluoroazetidin-3-yl)benzonitrile hydrochloride). Starting materials: [Br-], O=C(O)c1ccc(C(=O)C[N+]23CCC(CC2)C(OC(=O)C(Nc2ccccc2)c2ccccc2)C3)cc1, O=C(n1ccnc1)n1ccnc1, C1COCCN1, CN(C)C=O. The product is [Br-], O=C(C[N+]12CCC(CC1)C(OC(=O)C(Nc1ccccc1)c1ccccc1)C2)c1ccc(C(=O)N2CCOCC2)cc1. As a reaction SMILES: [Br-:13].[C:14](=[O:15])([OH:16])[c:17]1[cH:18][cH:19][c:20]([C:23]([CH2:24][N+:25]23[CH2:26][CH:27]([O:33][C:34]([CH:35]([NH:36][c:37]4[cH:38][cH:39][cH:40][cH:41][cH:42]4)[c:43]4[cH:44][cH:45][cH:46][cH:47][cH:48]4)=[O:49])[CH:28]([CH2:29][CH2:30]2)[CH2:31][CH2:32]3)=[O:50])[cH:21][cH:22]1.[C:1]([n:2]1[cH:3][cH:4][n:5][cH:6]1)([n:7]1[cH:8][cH:9][n:10][cH:11]1)=[O:12].[CH2:51]1[CH2:52][O:53][CH2:54][CH2:55][NH:56]1.[O:57]=[CH:58][N:59]([CH3:60])[CH3:61]>>[Br-:13].[C:14](=[O:16])([c:17]1[cH:18][cH:19][c:20]([C:23]([CH2:24][N+:25]23[CH2:26][CH:27]([O:33][C:34]([CH:35]([NH:36][c:37]4[cH:38][cH:39][cH:40][cH:41][cH:42]4)[c:43]4[cH:44][cH:45][cH:46][cH:47][cH:48]4)=[O:49])[CH:28]([CH2:29][CH2:30]2)[CH2:31][CH2:32]3)=[O:50])[cH:21][cH:22]1)[N:56]1[CH2:51][CH2:52][O:53][CH2:54][CH2:55]1.